Dataset: the Open Reaction Database (ORD), a public repository of structured organic reaction records. Task: describe an organic reaction: reactants, conditions, products, and yield The reactants are IC=1C=C(C(=CC1)NCC1=CC(=C(C=C1)OCC1=CC=C(C=C1)OC)OC)N (4-iodo-N1-(3-methoxy-4-((4-methoxybenzyl)oxy)benzyl)benzene-1,2-diamine), [OH-].[Na+] (sodium hydroxide), N#CBr (cyanogen bromide). The solvent is ClCCl (dichloromethane), CO (methanol). Run at time 16 hour. Product: IC1=CC2=C(N(C(=N2)N)CC2=CC(=C(C=C2)OCC2=CC=C(C=C2)OC)OC)C=C1 (5-iodo-1-(3-methoxy-4-((4-methoxybenzyl)oxy)benzyl)-1H-benzo[d]imidazol-2-amine). Isolated yield 50.5%. Reaction SMILES: [I:1][C:2]1[CH:3]=[C:4]([NH2:28])[C:5]([NH:8][CH2:9][C:10]2[CH:15]=[CH:14][C:13]([O:16][CH2:17][C:18]3[CH:23]=[CH:22][C:21]([O:24][CH3:25])=[CH:20][CH:19]=3)=[C:12]([O:26][CH3:27])[CH:11]=2)=[CH:6][CH:7]=1.[N:29]#[C:30]Br.[OH-].[Na+]>ClCCl.CO>[I:1][C:2]1[CH:7]=[CH:6][C:5]2[N:8]([CH2:9][C:10]3[CH:15]=[CH:14][C:13]([O:16][CH2:17][C:18]4[CH:23]=[CH:22][C:21]([O:24][CH3:25])=[CH:20][CH:19]=4)=[C:12]([O:26][CH3:27])[CH:11]=3)[C:30]([NH2:29])=[N:28][C:4]=2[CH:3]=1 |f:2.3|. Procedure details: To a stirred suspension of 4-iodo-N1-(3-methoxy-4-((4-methoxybenzyl)oxy)benzyl)benzene-1,2-diamine (8.32 g, 16.97 mmol) in dichloromethane (100 mL) and methanol (50 mL) was added cyanogen bromide solution (5.0 M in acetonitrile, 17.0 mL, 85.00 mmol). The resulting brown reaction mixture was allowed to stir at room temperature. After 16 h, the mixture was treated with 1 N sodium hydroxide solution (250 mL) and was allowed to stir at room temperature. After 15 min, a precipitate formed. The solids...